describe an organic reaction: reactants, conditions, products, and yield From a dataset of the Open Reaction Database (ORD), a public repository of structured organic reaction records. RXN SMILES: [NH2:1][C:2]1[CH:10]=[C:9]([O:11][CH3:12])[CH:8]=[CH:7][C:3]=1[C:4]([OH:6])=O.C(N1C=CN=C1)(N1C=CN=C1)=O.N12CCCN=C1CCCCC2.Cl.[CH3:37][O:38][C:39](=[O:46])[C@@H:40]([NH2:45])[CH2:41][CH2:42][CH2:43][CH3:44]>N1C=CC=CC=1.CCOC(C)=O>[CH3:37][O:38][C:39](=[O:46])[C@@H:40]([NH:45][C:4](=[O:6])[C:3]1[CH:7]=[CH:8][C:9]([O:11][CH3:12])=[CH:10][C:2]=1[NH2:1])[CH2:41][CH2:42][CH2:43][CH3:44] |f:3.4|. Run at time 2 hour. Procedure details: To a solution of 2-amino-4-methoxy-benzoic acid (1.0 g, 5.98 mmol) and 1,1′-carbonyldiimidazole (980 mg, 6.04 mmol) in pyridine (5 mL) is added 1,8-diazabicyclo[5.4.0]undec-7-ene (0.9 mL, 6.02 mmol). The mixture is stirred at room temperature for 2 hours follows by the addition of (S)-2-amino-hexanoic acid methyl ester hydrochloride (1.1 g, 6.06 mmol). The reaction mixture is stirred at room temperature for 16 hours and diluted with EtOAc (100 mL), the solution is washed with H2O (50 mL×3). The ... Yield: 58.5%. Reactants: Cl.COC([C@H](CCCC)N)=O ((S)-2-amino-hexanoic acid methyl ester hydrochloride), NC1=C(C(=O)O)C=CC(=C1)OC (2-amino-4-methoxy-benzoic acid), C(=O)(N1C=NC=C1)N1C=NC=C1 (1,1′-carbonyldiimidazole), N12CCCCCC2=NCCC1 (1,8-diazabicyclo[5.4.0]undec-7-ene). The solvent is N1=CC=CC=C1 (pyridine), CCOC(=O)C (EtOAc). Yields the product COC([C@H](CCCC)NC(C1=C(C=C(C=C1)OC)N)=O)=O ((S)-2-(2-amino-4-methoxy-benzoylamino)-hexanoic acid methyl ester).